This data is from the Open Reaction Database (ORD), a public repository of structured organic reaction records. The task is: describe an organic reaction: reactants, conditions, products, and yield The reactants are ClC1=C(OCCN(CC)CC)C=CC(=C1)[N+](=O)[O-] ([2-(2-chloro-4-nitrophenoxy)ethyl]diethylamine), ClCCl.CO (dichloromethane methanol). Run in CO (methanol). The product is ClC1=C(OCCN(CC)CC)C=CC(=C1)N ([2-(2-chloro-4-aminophenoxy)ethyl]diethylamine). Reaction SMILES: [Cl:1][C:2]1[CH:15]=[C:14]([N+:16]([O-])=O)[CH:13]=[CH:12][C:3]=1[O:4][CH2:5][CH2:6][N:7]([CH2:10][CH3:11])[CH2:8][CH3:9].ClCCl.CO>CO>[Cl:1][C:2]1[CH:15]=[C:14]([NH2:16])[CH:13]=[CH:12][C:3]=1[O:4][CH2:5][CH2:6][N:7]([CH2:8][CH3:9])[CH2:10][CH3:11] |f:1.2|. Reported procedure: Prepared analogously to Example 3.1.b. from [2-(2-chloro-4-nitrophenoxy)ethyl]diethylamine in methanol in a reaction time of 4.5 hours. Yield: 36.12 g (81.8% of theory); C12H19ClN2O (M=242.75); calc.: molecular ion peak (M+H)+: 243/245; found: molecular ion peak (M+H)+: 243/245; Rf value: 0.36 (silica gel, dichloromethane/methanol (90:10)). Reactants: N1(C=NC=C1)S(=O)(=O)OC1=CC=CC=C1 (phenyl 1H-imidazole-1-sulfonate), O(S(=O)(=O)C(F)(F)F)C (methyl triflate). The solvent is C(Cl)Cl (DCM). The product is [O-]S(=O)(=O)C(F)(F)F.C[N+]1=CN(C=C1)S(=O)(=O)OC1=CC=CC=C1 (3-Methyl-1-(phenoxysulfonyl)-1H-imidazol-3-ium triflate). Reaction SMILES: [N:1]1([S:6]([O:9][C:10]2[CH:15]=[CH:14][CH:13]=[CH:12][CH:11]=2)(=[O:8])=[O:7])[CH:5]=[CH:4][N:3]=[CH:2]1.[O:16](C)[S:17]([C:20]([F:23])([F:22])[F:21])(=[O:19])=[O:18]>C(Cl)Cl>[O-:19][S:17]([C:20]([F:23])([F:22])[F:21])(=[O:18])=[O:16].[CH3:20][N+:3]1[CH:4]=[CH:5][N:1]([S:6]([O:9][C:10]2[CH:15]=[CH:14][CH:13]=[CH:12][CH:11]=2)(=[O:8])=[O:7])[CH:2]=1 |f:3.4|. Procedure details: A solution of phenyl 1H-imidazole-1-sulfonate (450 mg, 2.0 mmol) in DCM (15 mL) was treated with methyl triflate (390 mg, 2.4 mmol) at ambient temperature for 16 h. The solvent was removed and the residue was used for next step without further purification. Reported procedure: A mixture of 4-(4-pyridinyl)-1-butylchloride (Example A) (0.76 g, 4.47 mmol), 1,2,3,6-tetrahydro-4-phenylpyridine (0.796 g, 5.0 mmol), and potassium bicarbonate (1.0 g, 10 mmol) in 5 mL of acetonitrile are heated to reflux for 8 hours. The reaction is cooled to room temperature and the acetonitrile removed in vacuo. The residue is partitioned between 50 mL of water and 50 mL of chloroform. The aqueous layer is extracted again with 50 mL of chloroform and the combined organic extracts are dried o... The solvent is C(C)#N (acetonitrile). As a reaction SMILES: [N:1]1[CH:6]=[CH:5][C:4]([CH2:7][CH2:8][CH2:9][CH2:10]Cl)=[CH:3][CH:2]=1.[C:12]1([C:18]2[CH2:19][CH2:20][NH:21][CH2:22][CH:23]=2)[CH:17]=[CH:16][CH:15]=[CH:14][CH:13]=1.C(=O)(O)[O-].[K+]>C(#N)C>[C:12]1([C:18]2[CH2:23][CH2:22][N:21]([CH2:10][CH2:9][CH2:8][CH2:7][C:4]3[CH:5]=[CH:6][N:1]=[CH:2][CH:3]=3)[CH2:20][CH:19]=2)[CH:17]=[CH:16][CH:15]=[CH:14][CH:13]=1 |f:2.3|. Isolated yield 84.2%. The reactants are N1=CC=C(C=C1)CCCCCl (4-(4-pyridinyl)-1-butylchloride), C1(=CC=CC=C1)C=1CCNCC1 (1,2,3,6-tetrahydro-4-phenylpyridine), C([O-])(O)=O.[K+] (potassium bicarbonate). Yields the product C1(=CC=CC=C1)C=1CCN(CC1)CCCCC1=CC=NC=C1 (4-[4-(3,6-dihydro-4-phenyl-1(2H)-pyridinyl)butyl]pyridine). Starting materials: N([C@@H](CC1=CC=C(C=C1)O)C(=O)N[C@H](CCS(=O)C)C(=O)NCC(=O)N([C@@H](CC1=CC=CC=C1)C(=O)NNC(=O)CC)CC)C(=O)OC(C)(C)C (BOC-Tyr-(D)-Met(O)-Gly-EtPhe-NHNHCOCH2CH3), C1(=CC=CC=C1)OC (anisole), C(=O)(C(F)(F)F)O (TFA), N[C@@H](CCSC)C(=O)O (Met), N[C@@H](CCSC)C(=O)O (Met), N[C@@H](CC1=CC=C(C=C1)O)C(=O)O (Tyr). Reaction conditions: time 10 minute. The product is N[C@@H](CC1=CC=C(C=C1)O)C(=O)N[C@H](CCS(=O)C)C(=O)NCC(=O)N([C@@H](CC1=CC=CC=C1)C(=O)NNC(=O)CC)CC (H-Tyr-(D)-Met(O)-Gly-EtPhe-NHNHCOCH2CH3). RXN SMILES: [NH:1](C(OC(C)(C)C)=O)[C@H:2]([C:11]([NH:13][C@@H:14]([C:20]([NH:22][CH2:23][C:24]([N:26]([CH2:43][CH3:44])[C@H:27]([C:35]([NH:37][NH:38][C:39]([CH2:41][CH3:42])=[O:40])=[O:36])[CH2:28][C:29]1[CH:34]=[CH:33][CH:32]=[CH:31][CH:30]=1)=[O:25])=[O:21])[CH2:15][CH2:16][S:17]([CH3:19])=[O:18])=[O:12])[CH2:3][C:4]1[CH:9]=[CH:8][C:7]([OH:10])=[CH:6][CH:5]=1.C1(OC)C=CC=CC=1.C(O)(C(F)(F)F)=O.N[C@H](C(O)=O)CCSC.N[C@H](C(O)=O)CC1C=CC(O)=CC=1>>[NH2:1][C@H:2]([C:11]([NH:13][C@@H:14]([C:20]([NH:22][CH2:23][C:24]([N:26]([CH2:43][CH3:44])[C@H:27]([C:35]([NH:37][NH:38][C:39]([CH2:41][CH3:42])=[O:40])=[O:36])[CH2:28][C:29]1[CH:34]=[CH:33][CH:32]=[CH:31][CH:30]=1)=[O:25])=[O:21])[CH2:15][CH2:16][S:17]([CH3:19])=[O:18])=[O:12])[CH2:3][C:4]1[CH:5]=[CH:6][C:7]([OH:10])=[CH:8][CH:9]=1. Reported procedure: To 0.50 g of BOC-Tyr-(D)-Met(O)-Gly-EtPhe-NHNHCOCH2CH3 were added 0.5 ml of anisole and 5 ml of TFA, and the mixture was shaken for 10 minutes. The solvent was distilled off, and ether was added to recover by filtration the product in the form of powder. The product was subjected to ion exchange on Amberlite IRA 410 (acetic acid type), and then poured on a column (2.2×120 cm) of Cephadex LH-20. The elution was conducted with 0.1 N acetic acid, and the fractions of 300 to 350 ml were collected an... The reactants are ClC1=CC=C(C=C1)C=1N=C2N(C=CC=C2)C1CN1C(C=C(C1)NCCN(C)C)=O (1-((2-(4-chlorophenyl)imidazo[1,2-a]pyridin-3-yl)methyl)-4-(2-(dimethylamino)ethylamino)-1H-pyrrol-2(5H)-one), ClC1=CC=C(C=C1)C=1N=C2N(C=CC=C2)C1CN1C(C=C(C1)OC)=O (1-((2-(4-chlorophenyl)imidazo[1,2-a]pyridin-3-yl)methyl)-4-methoxy-1H-pyrrol-2(5H)-one), N1CCCCC1 (piperidine). Yields the product ClC1=CC=C(C=C1)C=1N=C2N(C=CC=C2)C1CN1C(C=C(C1)N1CCCCC1)=O (1-((2-(4-chlorophenyl)imidazo[1,2-a]pyridin-3-yl)methyl)-4-(piperidin-1-yl)-1H-pyrrol-2(5H)-one). Reaction SMILES: [Cl:1][C:2]1[CH:7]=[CH:6][C:5]([C:8]2[N:9]=[C:10]3[CH:15]=[CH:14][CH:13]=[CH:12][N:11]3[C:16]=2[CH2:17][N:18]2[CH2:22][C:21](NCCN(C)C)=[CH:20][C:19]2=[O:29])=[CH:4][CH:3]=1.ClC1C=CC(C2N=[C:39]3[CH:44]=[CH:43][CH:42]=[CH:41][N:40]3C=2CN2CC(OC)=CC2=O)=CC=1.N1CCCCC1>>[Cl:1][C:2]1[CH:3]=[CH:4][C:5]([C:8]2[N:9]=[C:10]3[CH:15]=[CH:14][CH:13]=[CH:12][N:11]3[C:16]=2[CH2:17][N:18]2[CH2:22][C:21]([N:40]3[CH2:41][CH2:42][CH2:43][CH2:44][CH2:39]3)=[CH:20][C:19]2=[O:29])=[CH:6][CH:7]=1. Procedure details: The title compound was prepared according to the experimental for compound 237 from 1-((2-(4-chlorophenyl)imidazo[1,2-a]pyridin-3-yl)methyl)-4-methoxy-1H-pyrrol-2(5H)-one and piperidine. (62 mg, 54%) m/e+=407 (M+H+). 1H-NMR (400 MHz, CDCl3, δ): 8.49 (d, 1H, D, J=7.0 Hz), 7.73 (d, 2H, D, J=8.4 Hz), 7.62 (d, 1H, D, J=9.2 Hz), 7.47 (d, 2H, D, J=8.4 Hz), 7.25 (t, 1H, D, J=7.3 Hz), 6.85 (t, 1H, D, J=7.3 Hz), 5.09 (s, 2H), 4.69 (s, 1H), 3.56 (s, 2H), 2.99 (m, 4H), 1.63 (m, 2H), 1.53 (m, 4H).